This data is from the Open Reaction Database (ORD), a public repository of structured organic reaction records. The task is: describe an organic reaction: reactants, conditions, products, and yield The reactants are CO (methanol), SC1=CC=NC=C1 (4-mercaptopyridine), [Na] (sodium), [Na] (sodium), thiolate, ClC=1C(=NC(=C(C1Cl)Cl)C#N)C#N (3,4,5-trichloro-2,6-pyridinedicarbonitrile). Run in CC(=O)C (acetone). Conditions: time 5 minute. Yields the product N1=CC=C(C=C1)SC=1C(=NC(=C(C1SC1=CC=NC=C1)SC1=CC=NC=C1)C#N)C#N (3,4,5-Tris(4-pyridinylthio)-2,6-pyridinedicarbonitrile). Yield: 45.7%. RXN SMILES: CO.[Na].[SH:4][C:5]1[CH:10]=[CH:9][N:8]=[CH:7][CH:6]=1.Cl[C:12]1[C:13]([C:22]#[N:23])=[N:14][C:15]([C:20]#[N:21])=[C:16](Cl)[C:17]=1Cl>CC(C)=O>[N:8]1[CH:9]=[CH:10][C:5]([S:4][C:12]2[C:13]([C:22]#[N:23])=[N:14][C:15]([C:20]#[N:21])=[C:16]([S:4][C:5]3[CH:10]=[CH:9][N:8]=[CH:7][CH:6]=3)[C:17]=2[S:4][C:5]2[CH:10]=[CH:9][N:8]=[CH:7][CH:6]=2)=[CH:6][CH:7]=1 |^1:2|. Procedure details: In a 500 ml single-neck flask equipped with a magnetic stirrer and a reflux condenser fitted with a calcium chloride drying tube were placed 250 ml of methanol and 2.30 g (0.10 mol) of sodium metal. After all of the sodium had reacted, 11.11 g (0.10 mol) of 4-mercaptopyridine was added and the solution was allowed to stir for five minutes. To the resulting thiolate solution, 7.65 g (0.033 mol) of 3,4,5-trichloro-2,6-pyridinedicarbonitrile was added. The reaction mixture immediately became cloudy... Reactants: [N+](=O)([O-])C=1C=C(C=C(C(=O)O)C1)CO (5-Nitro-3-hydroxymethyl benzoic acid), [H][H] (hydrogen). Reagents/catalysts: [Pd] (Palladium on carbon). Solvent: O1CCOCC1 (dioxane), O (water). Yields the product NC=1C=C(C=C(C(=O)O)C1)CO (5-Amino-3-hydroxymethylbenzoic acid). The yield is 121.4%. As a reaction SMILES: [N+:1]([C:4]1[CH:5]=[C:6]([CH2:13][OH:14])[CH:7]=[C:8]([CH:12]=1)[C:9]([OH:11])=[O:10])([O-])=O.[H][H]>O1CCOCC1.O.[Pd]>[NH2:1][C:4]1[CH:5]=[C:6]([CH2:13][OH:14])[CH:7]=[C:8]([CH:12]=1)[C:9]([OH:11])=[O:10]. Procedure details: 5-Nitro-3-hydroxymethyl benzoic acid (39.6 g, 0.20 mol) was suspended in a mixture of dioxane (25 ml) and water (50 ml). Palladium on carbon (5%) was added and the mixture was hydrogenated in a Parr apparatus until the stoichiometric amount of hydrogen had been consumed. The catalyst was filtered off and the filtrate passed into concentrated hydrochloric acid (12M, 17 ml). The filtrate was evaporated to dryness to give 40.6 g of a crystalline product. Yield is almost quantitative. The product wa... The reactants are NC(C=1C=C(SC1C)C(=S)OC)=S (Methyl 4-(aminothioxomethyl)-5-methylthiothiophene-2-carboxylate), BrCC(=O)C1=CC(=CC=C1)C (2-bromo-3′methylacetophenone). Yields the product CC=1C=C(C=CC1)C=1N=C(SC1)C=1C=C(SC1C)C(=S)OC (methyl 4-[4-(3-methylphenyl)(1,3-thiazol-2-yl)]-5-methylthiothiophene-2-carboxylate). The yield is 63.0%. Reaction SMILES: [NH2:1][C:2](=[S:13])[C:3]1[CH:4]=[C:5]([C:9]([O:11][CH3:12])=[S:10])[S:6][C:7]=1[CH3:8].Br[CH2:15][C:16]([C:18]1[CH:23]=[CH:22][CH:21]=[C:20]([CH3:24])[CH:19]=1)=O>>[CH3:24][C:20]1[CH:19]=[C:18]([C:16]2[N:1]=[C:2]([C:3]3[CH:4]=[C:5]([C:9]([O:11][CH3:12])=[S:10])[S:6][C:7]=3[CH3:8])[S:13][CH:15]=2)[CH:23]=[CH:22][CH:21]=1. Reported procedure: Methyl 4-(aminothioxomethyl)-5-methylthiothiophene-2-carboxylate, 106 mg (0.428 mmol) (Maybridge Chemical Co. LTD., Cornwall, U.K.) was reacted with 2-bromo-3′methylacetophenone (0.428 mmol, 91 mg) in a manner similar to Example 22, step (a) to afford 98 mg (63% yield) of methyl 4-[4-(3-methylphenyl)(1,3-thiazol-2-yl)]-5-methylthiothiophene-2-carboxylate. The reactants are C(C)(=O)O.C(C)(=O)O.IC1=CC=CC=C1 (iodobenzene diacetate), [N+](=O)([O-])C1=C(N)C=C(C=C1)OC1=NC=C(C=C1Cl)Cl (2-nitro-5-(3,5-dichloro-2-pyridyloxy)aniline), C(Cl)(Cl)Cl (Chloroform). Solvent: CC(=O)C (acetone). Reaction conditions: time 10 minute. Product: ClC=1C(=NC=C(C1)Cl)OC1=CC=2C(=[N+](ON2)[O-])C=C1 (5-(3,5-dichloro-2-pyridyloxy)benzo-2,1,3-oxadiazole N-oxide). RXN SMILES: C(O)(=O)C.C(O)(=O)C.IC1C=CC=CC=1.[N+:16]([C:19]1[CH:25]=[CH:24][C:23]([O:26][C:27]2[C:32]([Cl:33])=[CH:31][C:30]([Cl:34])=[CH:29][N:28]=2)=[CH:22][C:20]=1[NH2:21])([O-:18])=[O:17].C(Cl)(Cl)Cl>CC(C)=O>[Cl:33][C:32]1[C:27]([O:26][C:23]2[CH:24]=[CH:25][C:19]3=[N+:16]([O-:18])[O:17][N:21]=[C:20]3[CH:22]=2)=[N:28][CH:29]=[C:30]([Cl:34])[CH:31]=1 |f:0.1.2|. Reported procedure: To iodobenzene diacetate (3.9 g, 12 mmol) in 100 ml of acetone is added at RT 2-nitro-5-(3,5-dichloro-2-pyridyloxy)aniline (3.0 g, 10 mmol), neat, in portions over 10 minutes. The reaction is stirred at RT overnight and is then stripped. Chloroform is added to the residue, and this mixture is filtered through celite. The filtrate is washed with water (2X) and with brine, dried over sodium sulfate and stripped to give 5-(3,5-dichloro-2-pyridyloxy)benzo-2,1,3-oxadiazole N-oxide. (D; X=H, Y=Cl, Z=C... The reactants are N1=CC=CC2=C1NC1=C(NC2)C=CC=C1 (6,11-Dihydro-5H-pyrido[2,3-b][1,5]benzodiazepine), C([O-])([O-])=O.[K+].[K+] (potassium carbonate), FC1=C(C(=O)Cl)C=CC(=C1)F (2,4-Difluoro benzoylchloride). Run in CN(C=O)C (dimethylformamide), CN(C=O)C (dimethylformamide). Run at time 20 minute. Yields the product FC1=C(C=CC(=C1)F)C(=O)N1CC2=C(NC3=C1C=CC=C3)N=CC=C2 ((2,4-Difluoro-phenyl)-(6,11-dihydro-5H-pyrido[2,3-b][1,5]benzodiazepin-6-yl)-methanone). Yield: 50.7%. RXN SMILES: [N:1]1[C:6]2[NH:7][C:8]3[CH:15]=[CH:14][CH:13]=[CH:12][C:9]=3[NH:10][CH2:11][C:5]=2[CH:4]=[CH:3][CH:2]=1.C(=O)([O-])[O-].[K+].[K+].[F:22][C:23]1[CH:31]=[C:30]([F:32])[CH:29]=[CH:28][C:24]=1[C:25](Cl)=[O:26]>CN(C)C=O>[F:22][C:23]1[CH:31]=[C:30]([F:32])[CH:29]=[CH:28][C:24]=1[C:25]([N:10]1[C:9]2[CH:12]=[CH:13][CH:14]=[CH:15][C:8]=2[NH:7][C:6]2[N:1]=[CH:2][CH:3]=[CH:4][C:5]=2[CH2:11]1)=[O:26] |f:1.2.3|. Procedure details: To a solution of 6,11-dihydro-5H-pyrido[2,3-b][1,5]benzodiazepine of Example 1, Step B (3.0 g, 15.2 mmol) in dimethylformamide (35 mL) under nitrogen was added potassium carbonate (6.3 g, 45.6 mmol) followed by a solution of the crude 2,4-difluorobenzoylchloride of Step A (22.8 mmol) in dimethylformamide (15 mL). After stirring at room temperature for 20 minutes, the reaction mixture was washed with water and stirred to give a solid which was collected by filtration. The solid was dissolved in c... Reactants: COc1ccc(P2(=S)SP(=S)(c3ccc(OC)cc3)S2)cc1, NC(=O)c1cc2cccc(N(CC3CC3)S(=O)(=O)c3cccs3)c2[nH]1, C1CCOC1. Yields the product NC(=S)c1cc2cccc(N(CC3CC3)S(=O)(=O)c3cccs3)c2[nH]1. As a reaction SMILES: [CH3:26][O:27][c:28]1[cH:29][cH:30][c:31]([P:32]2(=[S:35])[S:33][P:34]([c:36]3[cH:37][cH:38][c:39]([O:40][CH3:41])[cH:42][cH:43]3)(=[S:44])[S:45]2)[cH:46][cH:47]1.[CH:1]1([CH2:4][N:5]([c:6]2[cH:7][cH:8][cH:9][c:10]3[cH:11][c:12]([C:15](=[O:16])[NH2:17])[nH:13][c:14]23)[S:18](=[O:19])(=[O:20])[c:21]2[s:22][cH:23][cH:24][cH:25]2)[CH2:2][CH2:3]1.[O:48]1[CH2:49][CH2:50][CH2:51][CH2:52]1>>[CH:1]1([CH2:4][N:5]([c:6]2[cH:7][cH:8][cH:9][c:10]3[cH:11][c:12]([C:15]([NH2:17])=[S:35])[nH:13][c:14]23)[S:18](=[O:19])(=[O:20])[c:21]2[s:22][cH:23][cH:24][cH:25]2)[CH2:2][CH2:3]1. Starting materials: C(C)(C)NC(C)C (diisopropylamine), C(C)(=O)OCC (ethyl acetate), C1(CC1)=CC(=O)OC (methyl cyclopropylideneacetate), solution, C(CCC)[Li] (n-butyllithium), [Cl-].[NH4+] (ammonium chloride). The solvent is C1CCOC1 (THF), CCCCCC (hexane), C1CCOC1 (THF), C1CCOC1 (THF). Conditions: temperature -40 celsius, time 30 minute. Product: C1(CC1)(CC(=O)OC)CC(=O)OCC (Ethyl methyl 2,2′-cyclopropane-1,1-diyldiacetate). Reaction SMILES: C(NC(C)C)(C)C.C([Li])CCC.[C:13]([O:16][CH2:17][CH3:18])(=[O:15])[CH3:14].[C:19]1(=[CH:22][C:23]([O:25][CH3:26])=[O:24])[CH2:21][CH2:20]1.[Cl-].[NH4+]>CCCCCC.C1COCC1>[C:19]1([CH2:14][C:13]([O:16][CH2:17][CH3:18])=[O:15])([CH2:22][C:23]([O:25][CH3:26])=[O:24])[CH2:21][CH2:20]1 |f:4.5|. Reported procedure: 240 ml (1.70 mol) of diisopropylamine were dissolved in 700 ml of abs. THF, the mixture was cooled to −40° C. and 681 ml (1.7 mol) of a 2.5 M solution of n-butyllithium in hexane were added slowly. The solution was stirred at −40° C. for 30 min and then cooled to −78° C., and a solution of 166.6 ml (1.7 mol) of ethyl acetate p.a. in 200 ml of abs. THF was added. After the end of the addition, the mixture was stirred at −78° C. for another 30 min 159 g (crude product, about 1.42 mol) of methyl cy...